From a dataset of the Open Reaction Database (ORD), a public repository of structured organic reaction records. describe an organic reaction: reactants, conditions, products, and yield The reactants are OCCC#CC1=CC=C(CN2C(C3=CC=CC=C3C2=O)=O)C=C1 (2-[4-(4-hydroxy-but-1-ynyl)-benzyl]-isoindole-1,3-dione), [H][H] (hydrogen). The reagents and catalysts are [Pd] (palladium on carbon). Run in C(C)O.C(C)(=O)OCC (ethanol ethyl acetate). Yields the product OCCCCC1=CC=C(CN2C(C3=CC=CC=C3C2=O)=O)C=C1 (2-[4-(4-Hydroxy-butyl)-benzyl]-isoindole-1,3-dione). Isolated yield 92.8%. Reaction SMILES: [OH:1][CH2:2][CH2:3][C:4]#[C:5][C:6]1[CH:23]=[CH:22][C:9]([CH2:10][N:11]2[C:19](=[O:20])[C:18]3[C:13](=[CH:14][CH:15]=[CH:16][CH:17]=3)[C:12]2=[O:21])=[CH:8][CH:7]=1.[H][H]>C(O)C.C(OCC)(=O)C.[Pd]>[OH:1][CH2:2][CH2:3][CH2:4][CH2:5][C:6]1[CH:7]=[CH:8][C:9]([CH2:10][N:11]2[C:19](=[O:20])[C:18]3[C:13](=[CH:14][CH:15]=[CH:16][CH:17]=3)[C:12]2=[O:21])=[CH:22][CH:23]=1 |f:2.3|. Procedure details: To a solution of 2-[4-(4-hydroxy-but-1-ynyl)-benzyl]-isoindole-1,3-dione (2.0 g, 6.55 mmol) in ethanol/ethyl acetate (3:1, 163 mL) was added palladium on carbon (10 wt. %, 1.04 g). The reaction stirred at room temperature overnight under 50 psi of hydrogen. The reaction was monitored by 1H NMR to see conversion to product. Upon completion, the reaction mixture was filtered through diatomaceous earth (Celite®), washed with ethyl acetate, and concentrated to obtain the product as a yellow oil (1.8... Starting materials: [Cl-].[NH4+] (ammonium chloride), N1CCCCC1 (piperidine), C1CCC2=NCCCN2CC1 (1,8-diazabicyclo[5.4,0]-7-undecene), BrCCCON=C(C)OCC (ethyl N-(3-bromopropoxy)acetoimidate). The solvent is ClCCl (dichloromethane). Conditions: time 36 hour. The product is N1(CCCCC1)CCCON=C(C)OCC (ethyl N-(3-piperidinopropoxy)acetoimidate). Yield: 32.0%. Reaction SMILES: Br[CH2:2][CH2:3][CH2:4][O:5][N:6]=[C:7]([O:9][CH2:10][CH3:11])[CH3:8].[NH:12]1[CH2:17][CH2:16][CH2:15][CH2:14][CH2:13]1.C1CCN2C(=NCCC2)CC1.[Cl-].[NH4+]>ClCCl>[N:12]1([CH2:2][CH2:3][CH2:4][O:5][N:6]=[C:7]([O:9][CH2:10][CH3:11])[CH3:8])[CH2:17][CH2:16][CH2:15][CH2:14][CH2:13]1 |f:3.4|. Procedure details: A 500 mg (2.23 mmol) portion of ethyl N-(3-bromopropoxy)acetoimidate was dissolved in 6 ml of dichloromethane, and the solution was mixed with 0.22 ml (2.23 mmol) of piperidine and 0.33 ml (2.23 mmol) of 1,8-diazabicyclo[5.4,0]-7-undecene and stirred at room temperature for 36 hours. The reaction solution was mixed with a saturated ammonium chloride aqueous solution and extracted with chloroform. The chloroform layer was washed with saturated brine and dried with anhydrous sodium sulfate, and th...